From a dataset of the Open Reaction Database (ORD), a public repository of structured organic reaction records. describe an organic reaction: reactants, conditions, products, and yield Starting materials: [N+](=O)([O-])C1=CC=C(C=C1)SCC1=NNC(N1CCC)=O (1-nitro-4-[(4-propyl-1H-1,2,4-triazole-5-one-3-yl)methylthio]benzene), reduced iron, [Cl-].[Ca+2].[Cl-] (calcium chloride), aqueous solution. Solvent: C(C)O (ethanol). Product: C(CC)N1C(=NNC1=O)CSC1=CC=C(N)C=C1 (4-[(4-propyl-1H-1,2,4-triazole-5-one-3-yl)methylthio]aniline). Yield: 89.1%. As a reaction SMILES: [N+:1]([C:4]1[CH:9]=[CH:8][C:7]([S:10][CH2:11][C:12]2[N:16]([CH2:17][CH2:18][CH3:19])[C:15](=[O:20])[NH:14][N:13]=2)=[CH:6][CH:5]=1)([O-])=O.[Cl-].[Ca+2].[Cl-]>C(O)C>[CH2:17]([N:16]1[C:15](=[O:20])[NH:14][N:13]=[C:12]1[CH2:11][S:10][C:7]1[CH:6]=[CH:5][C:4]([NH2:1])=[CH:9][CH:8]=1)[CH2:18][CH3:19] |f:1.2.3|. Procedure details: 1-nitro-4-[(4-propyl-1H-1,2,4-triazole-5-one-3-yl)methylthio]benzene (0.5 g), reduced iron (0.5 g) and calcium chloride (0.1 g) were added to 85% aqueous solution of ethanol (15 ml), and the mixture was refluxed for 2 hours. The reaction solution was filtered with. Celite, and the solvent of the filtrate was distilled off. The residue was purified by basic silica gel column chromatography (elution solvent: ethyl acetate) to give 4-[(4-propyl-1H-1,2,4-triazole-5-one-3-yl)methylthio]aniline (0.4 g...